From a dataset of the Open Reaction Database (ORD), a public repository of structured organic reaction records. describe an organic reaction: reactants, conditions, products, and yield The reactants are C(C)(C)(C)C1=CC(=C(C=C1)S(=O)(=O)O)OC (4-tert-Butyl-2-methoxybenzenesulfonic acid), P(Cl)(Cl)(Cl)(Cl)Cl (phosphorus pentachloride). Run in ClC(C)Cl (dichloroethane). Yields the product C(C)(C)(C)C1=CC(=C(C=C1)S(=O)(=O)Cl)OC (4-tert-Butyl-2-methoxybenzene-1-sulfonyl chloride). Yield: 65.5%. RXN SMILES: [C:1]([C:5]1[CH:10]=[CH:9][C:8]([S:11](O)(=[O:13])=[O:12])=[C:7]([O:15][CH3:16])[CH:6]=1)([CH3:4])([CH3:3])[CH3:2].P(Cl)(Cl)(Cl)(Cl)[Cl:18]>ClC(Cl)C>[C:1]([C:5]1[CH:10]=[CH:9][C:8]([S:11]([Cl:18])(=[O:13])=[O:12])=[C:7]([O:15][CH3:16])[CH:6]=1)([CH3:4])([CH3:3])[CH3:2]. Reported procedure: To cooled (0° C.) solution of 30 (12.0 g; 49.12 mmol) in dichloroethane (200 mL) was added phosphorus pentachloride (20.5 g; 98.24 mmol) slowly and portion-wise. After addition was complete, the reaction was heated at reflux overnight, cooled to room temperature, and then concentrated under reduced pressure. The resulting crude residue was purified by automated silica gel column chromatography (Biotage®) eluting with ethyl acetate/hexanes (0 to 50% v/v over 400 mL gradient elution) to give the t... The reactants are ClCC=1C(=NC=CC1)SCCC (3-chloromethyl-2-propylsulfanyl-pyridine), C(C)OC(=O)C1C(C1)CC1=CC(=C(C(=C1)F)O)F (2-(3,5-difluoro-4-hydroxy-benzyl]-cyclopropane carboxylic acid ethyl ester). Product: FC=1C=C(CC2C(C2)C(=O)O)C=C(C1OCC=1C(=NC=CC1)SCCC)F (2-[3,5-difluoro-4-(2-propylsulfanyl-pyridin-3-ylmethoxy)-benzyl]-cyclopropane carboxylic acid). The yield is 76.2%. RXN SMILES: Cl[CH2:2][C:3]1[C:4]([S:9][CH2:10][CH2:11][CH3:12])=[N:5][CH:6]=[CH:7][CH:8]=1.C([O:15][C:16]([CH:18]1[CH2:20][CH:19]1[CH2:21][C:22]1[CH:27]=[C:26]([F:28])[C:25]([OH:29])=[C:24]([F:30])[CH:23]=1)=[O:17])C>>[F:28][C:26]1[CH:27]=[C:22]([CH:23]=[C:24]([F:30])[C:25]=1[O:29][CH2:2][C:3]1[C:4]([S:9][CH2:10][CH2:11][CH3:12])=[N:5][CH:6]=[CH:7][CH:8]=1)[CH2:21][CH:19]1[CH2:20][CH:18]1[C:16]([OH:17])=[O:15]. Reported procedure: 3-chloromethyl-2-propylsulfanyl-pyridine (0.016 g, 0.08 mmol) obtained in Step C of Preparation Example 14 and 2-(3,5-difluoro-4-hydroxy-benzyl]-cyclopropane carboxylic acid ethyl ester (0.02 g, 0.08 mmol) obtained in Step D of Preparation Example 49 were used to react sequentially in the same manner as in Steps A and B of Example 1 to obtain the title compound (0.024 g, 77%).